This data is from the Open Reaction Database (ORD), a public repository of structured organic reaction records. The task is: describe an organic reaction: reactants, conditions, products, and yield Reactants: Cc1ccccc1, CO, BrC(c1ccccc1)c1ccccc1, OCC1COC(C(F)(F)F)(C(F)(F)F)O1, [Na]. The product is FC(F)(F)C1(C(F)(F)F)OCC(COC(c2ccccc2)c2ccccc2)O1. As a reaction SMILES: [CH3:31][c:32]1[cH:33][cH:34][cH:35][cH:36][cH:37]1.[CH3:38][OH:39].[CH:17]([c:18]1[cH:19][cH:20][cH:21][cH:22][cH:23]1)([c:24]1[cH:25][cH:26][cH:27][cH:28][cH:29]1)[Br:30].[F:1][C:2]([C:3]1([C:10]([F:11])([F:12])[F:13])[O:4][CH2:5][CH:6]([CH2:8][OH:9])[O:7]1)([F:14])[F:15].[Na:16]>>[F:1][C:2]([C:3]1([C:10]([F:11])([F:12])[F:13])[O:4][CH2:5][CH:6]([CH2:8][O:9][CH:17]([c:18]2[cH:19][cH:20][cH:21][cH:22][cH:23]2)[c:24]2[cH:25][cH:26][cH:27][cH:28][cH:29]2)[O:7]1)([F:14])[F:15]. The reactants are COC(=O)C1CCCN1, COc1ccc2c(c1)CCC(CC(=O)O)C2, O=C(O)CC1CCc2ccccc21. Product: COC(=O)C1CCCN1C(=O)CC1CCc2cc(OC)ccc2C1. RXN SMILES: [CH3:17][O:18][C:19]([CH:20]1[NH:21][CH2:22][CH2:23][CH2:24]1)=[O:25].[CH3:1][O:2][c:3]1[cH:4][c:5]2[c:10]([cH:11][cH:12]1)[CH2:9][CH:8]([CH2:13][C:14](=[O:15])[OH:16])[CH2:7][CH2:6]2.[CH:26]1([CH2:27][C:28]([OH:29])=[O:30])[c:31]2[c:32]([cH:33][cH:34][cH:35][cH:36]2)[CH2:37][CH2:38]1>>[CH3:1][O:2][c:3]1[cH:4][c:5]2[c:10]([cH:11][cH:12]1)[CH2:9][CH:8]([CH2:13][C:14](=[O:16])[N:21]1[CH:20]([C:19]([O:18][CH3:17])=[O:25])[CH2:24][CH2:23][CH2:22]1)[CH2:7][CH2:6]2. The yield is 46.7%. The reactants are FC(C=1C=CC2=C(N=C(S2)C2=CC=NC=C2)C1)(F)F (4-(5-Trifluoromethylbenzothiazol-2-yl)pyridine), C(C1=CC=CC=C1)Br (benzyl bromide), [BH4-].[Na+] (sodium borohydride). Reported procedure: 4-(5-Trifluoromethylbenzothiazol-2-yl)pyridine (10 g, 0.04 mol) was reacted with benzyl bromide (6.4 ml, 0.06 mol) followed by sodium borohydride (1.76 g, 0.052 mol) as exemplified in Example 7 step 2. The crude product was purified by flash chromatography eluting with 15% ethyl acetate in petroleum ether to give a yellow solid. Recrystallisation from ethyl acetate afforded the title compound as a pale yellow solid (7 g, 47%); mp. 124°-125° C.; (Found: C, 63.85; H, 4.48; N, 7.48. C20 H17F3N2S re... Product: C(C1=CC=CC=C1)N1CCC(=CC1)C=1SC2=C(N1)C=C(C=C2)C(F)(F)F (1-Benzyl-4-(5-trifluoromethylbenzothiazol-2-yl)-1,2,3,6-tetrahydropyridine). Reaction SMILES: [F:1][C:2]([F:19])([F:18])[C:3]1[CH:4]=[CH:5][C:6]2[S:10][C:9]([C:11]3[CH:16]=[CH:15][N:14]=[CH:13][CH:12]=3)=[N:8][C:7]=2[CH:17]=1.[CH2:20](Br)[C:21]1[CH:26]=[CH:25][CH:24]=[CH:23][CH:22]=1.[BH4-].[Na+]>>[CH2:20]([N:14]1[CH2:13][CH:12]=[C:11]([C:9]2[S:10][C:6]3[CH:5]=[CH:4][C:3]([C:2]([F:18])([F:1])[F:19])=[CH:17][C:7]=3[N:8]=2)[CH2:16][CH2:15]1)[C:21]1[CH:26]=[CH:25][CH:24]=[CH:23][CH:22]=1 |f:2.3|. Starting materials: C1=C(C=CC=2CCCCC12)C1=NNC(=C1)N (3-(5,6,7,8-tetrahydronaphthalen-2-yl)-1H-pyrazol-5-amine), C(C)(=O)C(C(=O)OCC)CC(=O)OC (1-ethyl 4-methyl 2-acetylsuccinate). Reagents/catalysts: S(=O)(=O)(C1=CC=C(C)C=C1)O.O (Ts-OH.H2O). The solvent is hexanes, CC=1C=CC=CC1C (o-xylene). Conditions: temperature 150 celsius, time 15 minute. The product is OC1=C(C(=NC=2N1N=C(C2)C2=CC=1CCCCC1C=C2)C)CC(=O)OC (methyl 2-(7-hydroxy-5-methyl-2-(5,6,7,8-tetrahydronaphthalen-2-yl)pyrazolo[1,5-a]pyrimidin-6-yl)acetate). Isolated yield 85.1%. Reaction SMILES: [CH:1]1[C:10]2[CH2:9][CH2:8][CH2:7][CH2:6][C:5]=2[CH:4]=[CH:3][C:2]=1[C:11]1[CH:15]=[C:14]([NH2:16])[NH:13][N:12]=1.[C:17]([CH:20]([CH2:26][C:27]([O:29][CH3:30])=[O:28])[C:21](OCC)=[O:22])(=O)[CH3:18]>CC1C=CC=CC=1C.S(O)(C1C=CC(C)=CC=1)(=O)=O.O>[OH:22][C:21]1[N:13]2[N:12]=[C:11]([C:2]3[CH:3]=[CH:4][C:5]4[CH2:6][CH2:7][CH2:8][CH2:9][C:10]=4[CH:1]=3)[CH:15]=[C:14]2[N:16]=[C:17]([CH3:18])[C:20]=1[CH2:26][C:27]([O:29][CH3:30])=[O:28] |f:3.4|. Procedure: A suspension of 3-(5,6,7,8-tetrahydronaphthalen-2-yl)-1H-pyrazol-5-amine (6 g, 28.1 mmol), 1-ethyl 4-methyl 2-acetylsuccinate (24.52 mL, 141 mmol) and Ts-OH.H2O (0.096 g, 0.506 mmol) in o-xylene (200 mL) was heated at 150° C. (oil bath temp) for 16 h. (Note: Mixture became homogeneous and in about 15 min slowly yellow solid started crashing out of the reaction.). Then, the reaction mixture was cooled, diluted with hexanes (300 mL), filtered, washed with hexanes and dried to afford methyl 2-(7-hy... Reactants: ClC=1C=CC2=C(C(=NC(C(N2C)=O)N=C=S)C2=CC=CC=C2)C1 (7-chloro-1,3-dihydro-3-isothiocyanato-1-methyl-5-phenyl-2H-1,4-benzodiazepin-2-one), ClC=1C=CC2=C(C(=NC(C(N2C)=O)N=C=S)C2=CC=CC=C2)C1 (7-chloro-1,3-dihydro-3-isothiocyanato-1-methyl-5-phenyl-2H-1,4-benzodiazepin-2-one), CN(C1=CC=C(C=C1)N)C (N,N-dimethyl-1,4-benzenediamine). Run in ClCCl (dichloromethane). Yields the product ClC=1C=CC2=C(C(=NC(C(N2C)=O)NC(=S)NC2=CC=C(C=C2)N(C)C)C2=CC=CC=C2)C1 (N-(7-chloro-2,3-dihydro-1-methyl-2-oxo-5-phenyl-1H-1,4-benzodiazepin-3-yl)-N′-[4(dimethylamino)phenyl]-thiourea), solid. Isolated yield 35.0%. RXN SMILES: [Cl:1][C:2]1[CH:3]=[CH:4][C:5]2[N:11]([CH3:12])[C:10](=[O:13])[CH:9]([N:14]=[C:15]=[S:16])[N:8]=[C:7]([C:17]3[CH:22]=[CH:21][CH:20]=[CH:19][CH:18]=3)[C:6]=2[CH:23]=1.[CH3:24][N:25]([CH3:33])[C:26]1[CH:31]=[CH:30][C:29]([NH2:32])=[CH:28][CH:27]=1>ClCCl>[Cl:1][C:2]1[CH:3]=[CH:4][C:5]2[N:11]([CH3:12])[C:10](=[O:13])[CH:9]([NH:14][C:15]([NH:32][C:29]3[CH:30]=[CH:31][C:26]([N:25]([CH3:33])[CH3:24])=[CH:27][CH:28]=3)=[S:16])[N:8]=[C:7]([C:17]3[CH:18]=[CH:19][CH:20]=[CH:21][CH:22]=3)[C:6]=2[CH:23]=1. Procedure details: To a solution of 7-chloro-1,3-dihydro-3-isothiocyanato-1-methyl-5-phenyl-2H-1,4-benzodiazepin-2-one (INTERMEDIATE 7) (0.342 g, 1 mmol) in dichloromethane (20 ml) was added N,N-dimethyl-1,4-benzenediamine (0.136 g, 1 mmol). The reaction mixture was heated at reflux for 17 hours. The solvent was evaporated in vacuo, the residue was triturated with ether and the title compound was obtained as a colorless solid (0.167 g, 35%). 1H-NMR (CDCl3): δ 7.70-7.22 (m, 10H), 6.75 (d, J=8.8 Hz, 2H), 6.05 (d, J=... Reaction SMILES: [NH:1]([C:32]([O:34][CH2:35][C:36]1[CH:41]=[CH:40][CH:39]=[CH:38][CH:37]=1)=[O:33])[C@H:2]([C:6]([NH:8][C@H:9]([C:13]([N:15]([CH3:31])[C@H:16]([C:20]([N:22]1[CH2:30][CH2:29][CH2:28][C@H:23]1[C:24]([O:26]C)=[O:25])=[O:21])[CH:17]([CH3:19])[CH3:18])=[O:14])[CH:10]([CH3:12])[CH3:11])=[O:7])[CH:3]([CH3:5])[CH3:4].O>CO>[NH:1]([C:32]([O:34][CH2:35][C:36]1[CH:41]=[CH:40][CH:39]=[CH:38][CH:37]=1)=[O:33])[C@H:2]([C:6]([NH:8][C@H:9]([C:13]([N:15]([CH3:31])[C@H:16]([C:20]([N:22]1[CH2:30][CH2:29][CH2:28][C@H:23]1[C:24]([OH:26])=[O:25])=[O:21])[CH:17]([CH3:19])[CH3:18])=[O:14])[CH:10]([CH3:11])[CH3:12])=[O:7])[CH:3]([CH3:4])[CH3:5]. Procedure details: 31.96 g (57 mmol) of Z-Val-Val-MeVal-Pro-OMe were dissolved in 250 ml of methanol. 102.6 ml of a 1N LIOH solution was added and the mixture stirred overnight at room temperature. After addition of 500 ml of water, the aqueous phase was washed three times with ethyl acetate. The organic phase was dried over sodium sulfate, filtered and evaporated to dryness yielding 30.62 g of the desired product as a white solid. Starting materials: N([C@@H](C(C)C)C(=O)N[C@@H](C(C)C)C(=O)N([C@@H](C(C)C)C(=O)N1[C@H](C(=O)OC)CCC1)C)C(=O)OCC1=CC=CC=C1 (Z-Val-Val-MeVal-Pro-OMe), O (water). The product is N([C@@H](C(C)C)C(=O)N[C@@H](C(C)C)C(=O)N([C@@H](C(C)C)C(=O)N1[C@H](C(=O)O)CCC1)C)C(=O)OCC1=CC=CC=C1 (Z-Val-Val-MeVal-Pro-OH). Conditions: time 8 hour. Run in CO (methanol). Yield: 95.8%. Reactants: C(C(C)=C)OCC(=O)NC=1C=CC=CC1 (meta-methallyloxyacetamidobenzene), C(C(C)=C)OC1=CC=C(N)C=C1 (4-methallyloxyaniline), C(C(C)=C)OCC(=O)NC1=CC=CC=C1 (paramethallyloxyacetamidobenzene). The product is C(C(C)=C)OC=1C=C(N)C=CC1 (3-methallyloxyaniline). Reaction SMILES: C(OCC([NH:9][C:10]1[CH:11]=[CH:12][CH:13]=[CH:14][CH:15]=1)=O)C(=C)C.[CH2:16]([O:20]C1C=CC(N)=CC=1)[C:17](=[CH2:19])[CH3:18]>>[CH2:16]([O:20][C:12]1[CH:11]=[C:10]([CH:15]=[CH:14][CH:13]=1)[NH2:9])[C:17](=[CH2:18])[CH3:19]. Reported procedure: The starting material was meta-methallyloxyacetamidobenzene, which was obtained under the same conditions as those described in Example 4, paragraph (4.1) for paramethallyloxyacetamidobenzene.